This data is from the Open Reaction Database (ORD), a public repository of structured organic reaction records. The task is: describe an organic reaction: reactants, conditions, products, and yield Reactants: ClCCl, CN1CCC(CN2CCNCC2)(c2ccccc2)CC1, O=C=NC(c1ccccc1)c1ccccc1. Product: CN1CCC(CN2CCN(C(=O)NC(c3ccccc3)c3ccccc3)CC2)(c2ccccc2)CC1. As a reaction SMILES: [CH2:37]([Cl:38])[Cl:39].[CH3:1][N:2]1[CH2:3][CH2:4][C:5]([c:8]2[cH:9][cH:10][cH:11][cH:12][cH:13]2)([CH2:14][N:15]2[CH2:16][CH2:17][NH:18][CH2:19][CH2:20]2)[CH2:6][CH2:7]1.[c:21]1([CH:27]([c:28]2[cH:29][cH:30][cH:31][cH:32][cH:33]2)[N:34]=[C:35]=[O:36])[cH:22][cH:23][cH:24][cH:25][cH:26]1>>[CH3:1][N:2]1[CH2:3][CH2:4][C:5]([c:8]2[cH:9][cH:10][cH:11][cH:12][cH:13]2)([CH2:14][N:15]2[CH2:16][CH2:17][N:18]([C:35]([NH:34][CH:27]([c:21]3[cH:22][cH:23][cH:24][cH:25][cH:26]3)[c:28]3[cH:29][cH:30][cH:31][cH:32][cH:33]3)=[O:36])[CH2:19][CH2:20]2)[CH2:6][CH2:7]1. The reactants are C1=CCCCC1, CCO, O=C1NN=C(c2cccc([N+](=O)[O-])c2)C2CC12. The product is Nc1cccc(C2=NNC(=O)C3CC23)c1. As a reaction SMILES: [CH2:18]1[CH2:19][CH:20]=[CH:21][CH2:22][CH2:23]1.[CH3:24][CH2:25][OH:26].[N+:1]([O-:2])(=[O:3])[c:4]1[cH:5][c:6]([C:10]2=[N:16][NH:15][C:14](=[O:17])[CH:13]3[CH:11]2[CH2:12]3)[cH:7][cH:8][cH:9]1>>[NH2:1][c:4]1[cH:5][c:6]([C:10]2=[N:16][NH:15][C:14](=[O:17])[CH:13]3[CH:11]2[CH2:12]3)[cH:7][cH:8][cH:9]1. Reactants: OBO, O=C([O-])O, Cc1noc(-c2cc(Cl)c(OCc3ccccc3)cc2OCc2ccccc2)c1I, O=Cc1ccccc1, [Na+], CN(C)C=O. The product is Cc1noc(-c2cc(Cl)c(OCc3ccccc3)cc2OCc2ccccc2)c1-c1cccc(C=O)c1. RXN SMILES: [BH:31]([OH:32])[OH:33].[C:42](=[O:43])([O-:44])[OH:45].[CH2:1]([c:2]1[cH:3][cH:4][cH:5][cH:6][cH:7]1)[O:8][c:9]1[c:10](-[c:24]2[c:25]([I:30])[c:26]([CH3:29])[n:27][o:28]2)[cH:11][c:12]([Cl:23])[c:13]([O:15][CH2:16][c:17]2[cH:18][cH:19][cH:20][cH:21][cH:22]2)[cH:14]1.[CH:34](=[O:35])[c:36]1[cH:37][cH:38][cH:39][cH:40][cH:41]1.[Na+:46].[O:47]=[CH:48][N:49]([CH3:50])[CH3:51]>>[CH2:1]([c:2]1[cH:3][cH:4][cH:5][cH:6][cH:7]1)[O:8][c:9]1[c:10](-[c:24]2[c:25](-[c:40]3[cH:39][cH:38][cH:37][c:36]([CH:34]=[O:35])[cH:41]3)[c:26]([CH3:29])[n:27][o:28]2)[cH:11][c:12]([Cl:23])[c:13]([O:15][CH2:16][c:17]2[cH:18][cH:19][cH:20][cH:21][cH:22]2)[cH:14]1. Starting materials: C(C)OC(=O)C1CCOCC1 (tetrahydropyran-4-carboxylic acid ethyl ester), C(C)(C)[N-]C(C)C.[Li+] (lithium diisopropylamide), N-butyl lithium, C(C)(C)NC(C)C (diisopropylamine), C=O (paraformaldehyde). Run in O1CCCC1 (tetrahydrofuran), Cl (hydrochloric acid), hexanes, O1CCCC1 (tetrahydrofuran). Conditions: time 20 minute. Product: C(C)(C)[N-]C(C)C.[Li+] (Lithium diisopropylamide), C(C)OC(=O)C1(CCOCC1)CO (4-(hydroxymethyl)tetrahydropyran-4-carboxylic acid ethyl ester). Yield: 97.0%. RXN SMILES: [CH:1]([NH:4][CH:5]([CH3:7])[CH3:6])([CH3:3])[CH3:2].[CH2:8]([O:10][C:11]([CH:13]1[CH2:18][CH2:17][O:16][CH2:15][CH2:14]1)=[O:12])[CH3:9].C([N-]C(C)C)(C)C.[Li+:26].[CH2:27]=[O:28]>O1CCCC1.Cl>[CH:1]([N-:4][CH:5]([CH3:7])[CH3:6])([CH3:3])[CH3:2].[Li+:26].[CH2:8]([O:10][C:11]([C:13]1([CH2:27][OH:28])[CH2:18][CH2:17][O:16][CH2:15][CH2:14]1)=[O:12])[CH3:9] |f:2.3,7.8|. Procedure details: Lithium diisopropylamide was prepared by the addition of 2.5M N-butyl lithium (30.3 mL, 75.6 mmol) in hexanes to a solution of diisopropylamine (10.6 mL, 75.6 mmmol) in tetrahydrofuran (244 mL) at 0° C. and stirring for 20 minutes. Then a solution of tetrahydropyran-4-carboxylic acid ethyl ester (10 g, 63.2 mmol) in tetrahydrofuran (50 mL) was added to the solution of lithium diisopropylamide over 15 minutes at -78° C. The resulting solution was stirred an additional 50 minutes, and solid parafo... Reactants: ClC=1C=CC(N(N1)CCOC1=CC=NC2=CC(=CC=C12)OC)=O (6-chloro-2-(2-(7-methoxyquinolin-4-yloxy)ethyl)pyridazin-3(2H)-one), BrC1=CC(=C(C(=O)O)C=C1)Cl (4-bromo-2-chlorobenzoic acid), C(=O)([O-])[O-].[Na+].[Na+] (Na2CO3), ClCCl (dichloromethane). The reagents and catalysts are C1(=CC=CC=C1)P([C-]1C=CC=C1)C1=CC=CC=C1.[C-]1(C=CC=C1)P(C1=CC=CC=C1)C1=CC=CC=C1.[Fe+2] (1,1′-bis(diphenylphosphino)ferrocene). Run in COCCOC (DME). Yields the product ClC1=C(C(=O)O)C=CC(=C1)C1=NN(C(C=C1)=O)CCOC1=CC=NC2=CC(=CC=C12)OC (2-Chloro-4-(1-(2-(7-methoxyquinolin-4-yloxy)ethyl)-6-oxo-1,6-dihydropyridazin-3-yl)benzoic acid). Reaction SMILES: Cl[C:2]1[CH:3]=[CH:4][C:5](=[O:23])[N:6]([CH2:8][CH2:9][O:10][C:11]2[C:20]3[C:15](=[CH:16][C:17]([O:21][CH3:22])=[CH:18][CH:19]=3)[N:14]=[CH:13][CH:12]=2)[N:7]=1.Br[C:25]1[CH:33]=[CH:32][C:28]([C:29]([OH:31])=[O:30])=[C:27]([Cl:34])[CH:26]=1.C([O-])([O-])=O.[Na+].[Na+].ClCCl>COCCOC.C1(P(C2C=CC=CC=2)[C-]2C=CC=C2)C=CC=CC=1.[C-]1(P(C2C=CC=CC=2)C2C=CC=CC=2)C=CC=C1.[Fe+2]>[Cl:34][C:27]1[CH:26]=[C:25]([C:2]2[CH:3]=[CH:4][C:5](=[O:23])[N:6]([CH2:8][CH2:9][O:10][C:11]3[C:20]4[C:15](=[CH:16][C:17]([O:21][CH3:22])=[CH:18][CH:19]=4)[N:14]=[CH:13][CH:12]=3)[N:7]=2)[CH:33]=[CH:32][C:28]=1[C:29]([OH:31])=[O:30] |f:2.3.4,7.8.9|. Procedure details: A suspension of 6-chloro-2-(2-(7-methoxyquinolin-4-yloxy)ethyl)pyridazin-3(2H)-one (2290 mg, 6903 μmol), 4-bromo-2-chlorobenzoic acid (2766 mg, 13805 μmol), Na2CO3 (2 M, 13805 μl, 27611 μmol), and 1,1′-bis(diphenylphosphino)ferrocene]dichloride palladium(II) complex with dichloromethane (505 mg, 690 μmol) in DME (20 mL) was sparged with argon for 10 minutes then heated to reflux for 7 hours. The reaction was then partitioned between NaOH (1 M, 75 mL) and EtOAc (25 mL). The organic layer was disc... Reactants: CCn1c(-c2ccncc2)n[nH]c1=S, CCO. Yields the product CCn1cnnc1-c1ccncc1. As a reaction SMILES: [CH2:1]([CH3:2])[n:3]1[c:4](=[S:14])[nH:5][n:6][c:7]1-[c:8]1[cH:9][cH:10][n:11][cH:12][cH:13]1.[CH3:15][CH2:16][OH:17]>>[CH2:1]([CH3:2])[n:3]1[cH:4][n:5][n:6][c:7]1-[c:8]1[cH:9][cH:10][n:11][cH:12][cH:13]1.